This data is from the Open Reaction Database (ORD), a public repository of structured organic reaction records. The task is: describe an organic reaction: reactants, conditions, products, and yield The reactants are Cc1oc(-c2ccccc2)nc1COc1cccc(C=CCO)c1, ClCCl. The product is Cc1oc(-c2ccccc2)nc1COc1cccc(C=CC=O)c1. RXN SMILES: [CH3:1][c:2]1[c:3]([CH2:13][O:14][c:15]2[cH:16][c:17]([CH:21]=[CH:22][CH2:23][OH:24])[cH:18][cH:19][cH:20]2)[n:4][c:5](-[c:7]2[cH:8][cH:9][cH:10][cH:11][cH:12]2)[o:6]1.[Cl:25][CH2:26][Cl:27]>>[CH3:1][c:2]1[c:3]([CH2:13][O:14][c:15]2[cH:16][c:17]([CH:21]=[CH:22][CH:23]=[O:24])[cH:18][cH:19][cH:20]2)[n:4][c:5](-[c:7]2[cH:8][cH:9][cH:10][cH:11][cH:12]2)[o:6]1. The reactants are COC(=O)COC=1C=CC=C2C(=CNC12)CC(C)NC[C@H](O)C1=CC(=CC=C1)Cl (2-[3-(7-methoxycarbonylmethoxyindol-3-yl)-2-propylamino]-(1R)-1-(3-chlorophenyl)ethanol), [OH-].[Na+] (sodium hydroxide). The solvent is CO (methanol). The product is C(=O)(O)COC=1C=CC=C2C(=CNC12)CC(C)NC[C@H](O)C1=CC(=CC=C1)Cl (2-[3-(7-carboxymethoxyindol-3-yl)-2-propylamino]-(1R)-1-(3-chlorophenyl)ethanol). As a reaction SMILES: C[O:2][C:3]([CH2:5][O:6][C:7]1[CH:8]=[CH:9][CH:10]=[C:11]2[C:15]=1[NH:14][CH:13]=[C:12]2[CH2:16][CH:17]([NH:19][CH2:20][C@@H:21]([C:23]1[CH:28]=[CH:27][CH:26]=[C:25]([Cl:29])[CH:24]=1)[OH:22])[CH3:18])=[O:4].[OH-].[Na+]>CO>[C:3]([CH2:5][O:6][C:7]1[CH:8]=[CH:9][CH:10]=[C:11]2[C:15]=1[NH:14][CH:13]=[C:12]2[CH2:16][CH:17]([NH:19][CH2:20][C@@H:21]([C:23]1[CH:28]=[CH:27][CH:26]=[C:25]([Cl:29])[CH:24]=1)[OH:22])[CH3:18])([OH:4])=[O:2] |f:1.2|. Procedure: The compound obtained in Example 14 and sodium hydroxide are added to an aqueous methanol solution (methanol/water=2:1), and the mixture is treated in the same manner as in Example 13 to give the desired compound.